This data is from the Open Reaction Database (ORD), a public repository of structured organic reaction records. The task is: describe an organic reaction: reactants, conditions, products, and yield Starting materials: O1C(OCC1)C1=C(SC=C1)SCC(=O)OC (methyl [3-(2-dioxolanyl)-thiophene-2-ylthio]acetate), C1(=CC=C(C=C1)S(=O)(=O)O)C (p-toluenesulfonic acid), O (water), C([O-])(O)=O.[Na+] (sodium bicarbonate). Solvent: CC(=O)C (acetone), CCOCC (ether). Run at time 1 hour. The product is C(=O)C1=C(SC=C1)SCC(=O)OC (methyl (3-formylthiophene-2-ylthio)acetate). The yield is 101.9%. As a reaction SMILES: [O:1]1CCO[CH:2]1[C:6]1[CH:10]=[CH:9][S:8][C:7]=1[S:11][CH2:12][C:13]([O:15][CH3:16])=[O:14].C1(C)C=CC(S(O)(=O)=O)=CC=1.C(=O)(O)[O-].[Na+].O>CC(C)=O.CCOCC>[CH:2]([C:6]1[CH:10]=[CH:9][S:8][C:7]=1[S:11][CH2:12][C:13]([O:15][CH3:16])=[O:14])=[O:1] |f:2.3|. Procedure details: To a solution of methyl [3-(2-dioxolanyl)-thiophene-2-ylthio]acetate (23.36 g) in acetone (100 mL) was added p-toluenesulfonic acid (0.25 g) and the reaction mixture was stirred at room temperature for 1 hour. A saturated aqueous solution of sodium bicarbonate (4 mL) was added with stirring followed by the addition of water (50 mL). After stirring for 10 minutes, the acetone was evaporated in vacuo to leave a gum and water. The gum was dissolved in ether (500 mL) and extracted with water (4×50 m... The reactants are C1(=CC=CC=C1)OC(NC=1C(=NC=CC1)OC)=O (Phenyl-N-(2-methoxypyridin-3-yl)carbamate), ClC=1C=C(C=CC1)N1CCNCC1 (1-(3-chlorophenyl)piperazine). Product: COC1=NC=CC=C1NC(=O)N1CCN(CC1)C1=CC(=CC=C1)Cl (1-[(2-methoxypyridin-3-yl)aminocarbonyl]-4-(3-chlorophenyl)piperazine). Yield: 72.0%. As a reaction SMILES: C1(O[C:8](=[O:18])[NH:9][C:10]2[C:11]([O:16][CH3:17])=[N:12][CH:13]=[CH:14][CH:15]=2)C=CC=CC=1.[Cl:19][C:20]1[CH:21]=[C:22]([N:26]2[CH2:31][CH2:30][NH:29][CH2:28][CH2:27]2)[CH:23]=[CH:24][CH:25]=1>>[CH3:17][O:16][C:11]1[C:10]([NH:9][C:8]([N:29]2[CH2:28][CH2:27][N:26]([C:22]3[CH:23]=[CH:24][CH:25]=[C:20]([Cl:19])[CH:21]=3)[CH2:31][CH2:30]2)=[O:18])=[CH:15][CH:14]=[CH:13][N:12]=1. Procedure details: Phenyl-N-(2-methoxypyridin-3-yl)carbamate and 1-(3-chlorophenyl)piperazine were reacted by the same way with the example 1 to obtain the titled compound. The reactants are C=C(C)c1ccccc1, [Cl-], [Cl-], Cl, Nc1ccccc1, [Zn+2]. Yields the product CC(C)(c1ccccc1)c1ccc(N)cc1. As a reaction SMILES: [CH3:9][C:10](=[CH2:11])[c:12]1[cH:13][cH:14][cH:15][cH:16][cH:17]1.[Cl-:18].[Cl-:20].[ClH:8].[NH2:1][c:2]1[cH:3][cH:4][cH:5][cH:6][cH:7]1.[Zn+2:19]>>[NH2:1][c:2]1[cH:3][cH:4][c:5]([C:10]([CH3:9])([CH3:11])[c:12]2[cH:13][cH:14][cH:15][cH:16][cH:17]2)[cH:6][cH:7]1. The reactants are CC(C)(C)OC(=O)N1CCCN(c2nc3ccccc3n2CCn2cnnn2)CC1, CO, Cl, [Na+], C1COCCO1, [OH-]. Yields the product c1ccc2c(c1)nc(N1CCCNCC1)n2CCn1cnnn1. Reaction SMILES: [C:1]([O:2][C:3](=[O:4])[N:8]1[CH2:9][CH2:10][N:11]([c:15]2[n:16][c:17]3[c:18]([n:19]2[CH2:20][CH2:21][n:22]2[n:23][n:24][n:25][cH:26]2)[cH:27][cH:28][cH:29][cH:30]3)[CH2:12][CH2:13][CH2:14]1)([CH3:5])([CH3:6])[CH3:7].[CH3:40][OH:41].[ClH:31].[Na+:39].[O:32]1[CH2:33][CH2:34][O:35][CH2:36][CH2:37]1.[OH-:38]>>[NH:8]1[CH2:9][CH2:10][N:11]([c:15]2[n:16][c:17]3[c:18]([n:19]2[CH2:20][CH2:21][n:22]2[n:23][n:24][n:25][cH:26]2)[cH:27][cH:28][cH:29][cH:30]3)[CH2:12][CH2:13][CH2:14]1. Reactants: O=C([O-])[O-], O=Cc1cn(-c2ccccc2)nc1OCc1ccccc1, CN(C)C=O, [Cl-], [K+], [K+], O, c1ccc([P+](Cc2cscn2)(c2ccccc2)c2ccccc2)cc1. The product is C(=Cc1cn(-c2ccccc2)nc1OCc1ccccc1)c1cscn1. As a reaction SMILES: [C:48](=[O:49])([O-:50])[O-:51].[CH2:1]([c:2]1[cH:3][cH:4][cH:5][cH:6][cH:7]1)[O:8][c:9]1[n:10][n:11](-[c:16]2[cH:17][cH:18][cH:19][cH:20][cH:21]2)[cH:12][c:13]1[CH:14]=[O:15].[CH3:54][N:55]([CH3:56])[CH:57]=[O:58].[Cl-:22].[K+:52].[K+:53].[OH2:59].[s:23]1[cH:24][n:25][c:26]([CH2:28][P+:29]([c:30]2[cH:31][cH:32][cH:33][cH:34][cH:35]2)([c:36]2[cH:37][cH:38][cH:39][cH:40][cH:41]2)[c:42]2[cH:43][cH:44][cH:45][cH:46][cH:47]2)[cH:27]1>>[CH2:1]([c:2]1[cH:3][cH:4][cH:5][cH:6][cH:7]1)[O:8][c:9]1[n:10][n:11](-[c:16]2[cH:17][cH:18][cH:19][cH:20][cH:21]2)[cH:12][c:13]1[CH:14]=[CH:28][c:26]1[n:25][cH:24][s:23][cH:27]1.